This data is from the Open Reaction Database (ORD), a public repository of structured organic reaction records. The task is: describe an organic reaction: reactants, conditions, products, and yield Reactants: Cl (hydrochloric acid), C(C)(=O)C1C(CCC1=O)=O (2-Acetyl-1,3-cyclopentanedione), ClC=1C=C(C=O)C=CC1Cl (3,4-dichlorobenzaldehyde), N1CCOCC1 (morpholine). The solvent is O (water), C(C)O (ethanol). Yields the product ClC=1C=C(C=CC(=O)C2C(CCC2=O)=O)C=CC1Cl (2-(3,4-Dichlorocinnamoyl)-1,3-cyclopentanedione). The yield is 37.4%. Reaction SMILES: [C:1]([CH:4]1[C:8](=[O:9])[CH2:7][CH2:6][C:5]1=[O:10])(=[O:3])[CH3:2].[Cl:11][C:12]1[CH:13]=[C:14]([CH:17]=[CH:18][C:19]=1[Cl:20])[CH:15]=O.N1CCOCC1.Cl>O.C(O)C>[Cl:11][C:12]1[CH:13]=[C:14]([CH:17]=[CH:18][C:19]=1[Cl:20])[CH:15]=[CH:2][C:1]([CH:4]1[C:8](=[O:9])[CH2:7][CH2:6][C:5]1=[O:10])=[O:3]. Procedure: 2-Acetyl-1,3-cyclopentanedione (3.13 g.) was treated with 3,4-dichlorobenzaldehyde (4.36 g.) in 140 ml. of ethanol under reflux for 4 hours in the presence of 5 ml. of morpholine. After cooling, the reaction mixture was poured into 150 ml. of water containing 7 ml. of conc. hydrochloric acid. Deposited crystals were separated by filtration and washed with water, and dried. 2-(3,4-Dichlorocinnamoyl)-1,3-cyclopentanedione (2.48 g., 37%) was obtained which showed mp. 190°- 191° C. after recrystalli... Starting materials: CO, O=Cc1ccccc1, NC1CCc2ccccc2NC1=O, O=C(O)C(F)(F)F. Yields the product O=C1Nc2ccccc2CCC1NCc1ccccc1. As a reaction SMILES: [CH3:29][OH:30].[CH:14](=[O:15])[c:16]1[cH:17][cH:18][cH:19][cH:20][cH:21]1.[NH2:1][CH:2]1[C:3](=[O:13])[NH:4][c:5]2[c:6]([cH:9][cH:10][cH:11][cH:12]2)[CH2:7][CH2:8]1.[OH:22][C:23]([C:24]([F:25])([F:26])[F:27])=[O:28]>>[NH:1]([CH:2]1[C:3](=[O:13])[NH:4][c:5]2[c:6]([cH:9][cH:10][cH:11][cH:12]2)[CH2:7][CH2:8]1)[CH2:14][c:16]1[cH:17][cH:18][cH:19][cH:20][cH:21]1.